This data is from the Open Reaction Database (ORD), a public repository of structured organic reaction records. The task is: describe an organic reaction: reactants, conditions, products, and yield The reactants are COC(OC)C(C)(C)C(=O)C(C)Br, C1CCOC1, O=Cc1ccccc1, [I-], [Li+]. The product is COC(OC)C(C)(C)C(=O)C(C)C(O)c1ccccc1. RXN SMILES: [Br:11][CH:12]([C:13]([C:14]([CH:15]([O:16][CH3:17])[O:18][CH3:19])([CH3:20])[CH3:21])=[O:22])[CH3:23].[CH2:24]1[O:25][CH2:26][CH2:27][CH2:28]1.[CH:3](=[O:4])[c:5]1[cH:6][cH:7][cH:8][cH:9][cH:10]1.[I-:1].[Li+:2]>>[CH:3]([OH:4])([c:5]1[cH:6][cH:7][cH:8][cH:9][cH:10]1)[CH:12]([C:13]([C:14]([CH:15]([O:16][CH3:17])[O:18][CH3:19])([CH3:20])[CH3:21])=[O:22])[CH3:23].